From a dataset of the Open Reaction Database (ORD), a public repository of structured organic reaction records. describe an organic reaction: reactants, conditions, products, and yield Starting materials: ClC1=C(C=CC(=C1)N1N=C(C=C1)C)C(=O)N1CC=2N(CC3=C1C=CC=C3)C=CC2 ([2-chloro-4-(3-methyl-pyrazol-1-yl)-phenyl]-(5H,11H-pyrrolo-[2,1-c][1,4]benzodiazepin-10-yl)-methanone), tetramethyldiamino-methane, C(C)(=O)O (acetic acid), C=O (formaldehyde). Solvent: CO (methanol). Conditions: temperature 40 celsius, time 1 hour. Product: ClC1=C(C=CC(=C1)N1N=C(C=C1)C)C(=O)N1CC=2N(CC3=C1C=CC=C3)C(=CC2)CN(C)C ([2-Chloro-4-(3-methyl-pyrazol-1-yl)-phenyl]-(3-dimethylaminomethyl-5H,11H-pyrrolo[2,1-c][1,4]benzodiazepin-10-yl)-methanone). Isolated yield 39.2%. Reaction SMILES: [Cl:1][C:2]1[CH:7]=[C:6]([N:8]2[CH:12]=[CH:11][C:10]([CH3:13])=[N:9]2)[CH:5]=[CH:4][C:3]=1[C:14]([N:16]1[C:22]2[CH:23]=[CH:24][CH:25]=[CH:26][C:21]=2[CH2:20][N:19]2[CH:27]=[CH:28][CH:29]=[C:18]2[CH2:17]1)=[O:15].C(O)(=O)C.C=O>CO>[Cl:1][C:2]1[CH:7]=[C:6]([N:8]2[CH:12]=[CH:11][C:10]([CH3:13])=[N:9]2)[CH:5]=[CH:4][C:3]=1[C:14]([N:16]1[C:22]2[CH:23]=[CH:24][CH:25]=[CH:26][C:21]=2[CH2:20][N:19]2[C:27]([CH2:14][N:16]([CH3:22])[CH3:17])=[CH:28][CH:29]=[C:18]2[CH2:17]1)=[O:15]. Procedure details: To a stirred solution of [2-chloro-4-(3-methyl-pyrazol-1-yl)-phenyl]-(5H,11H-pyrrolo-[2,1-c][1,4]benzodiazepin-10-yl)-methanone (1.61 g), N, N, N′, N′, tetramethyldiamino-methane (0.82 g), and glacial acetic acid (0.48 g) in methanol (25 ml) was added a solution of 37% aqueous formaldehyde (4 ml). The mixture was warmed to 40° C. for 10 minutes. After stirring one hour at room temperature, the reaction was concentrated in vacuo, redissolved in dichloromethane, and extracted sequentially with aqu... Reaction conditions: time 30 minute. Procedure: A catalytic amount of p-toluenesulfonic acid (25 mg) is added to a stirred solution of 3-[[3,5-bis(1,1-dimethylethyl)-4-hydroxyphenyl]thio]propanoic acid hydrazide (0.50 g, 1.54 mmol) in triethyl orthoformate (10 mL). After 30 minutes, 10 mL of 1N hydrochloric acid is added and stirring is continued for 30 minutes. The reaction mixture is diluted with ethyl acetate and washed twice with a saturated solution of sodium bicarbonate, twice with water and once with brine. Drying the organic phase ove... RXN SMILES: [C:1]1(C)C=CC(S(O)(=O)=O)=CC=1.[CH3:12][C:13]([C:16]1[CH:17]=[C:18]([S:27][CH2:28][CH2:29][C:30]([NH:32][NH2:33])=[O:31])[CH:19]=[C:20]([C:23]([CH3:26])([CH3:25])[CH3:24])[C:21]=1[OH:22])([CH3:15])[CH3:14].Cl>C(OCC)(OCC)OCC.C(OCC)(=O)C>[CH3:26][C:23]([C:20]1[CH:19]=[C:18]([S:27][CH2:28][CH2:29][C:30]2[O:31][CH:1]=[N:33][N:32]=2)[CH:17]=[C:16]([C:13]([CH3:12])([CH3:14])[CH3:15])[C:21]=1[OH:22])([CH3:24])[CH3:25]. The solvent is C(C)(=O)OCC (ethyl acetate), C(OCC)(OCC)OCC (triethyl orthoformate). The reactants are C1(=CC=C(C=C1)S(=O)(=O)O)C (p-toluenesulfonic acid), CC(C)(C)C=1C=C(C=C(C1O)C(C)(C)C)SCCC(=O)NN (3-[[3,5-bis(1,1-dimethylethyl)-4-hydroxyphenyl]thio]propanoic acid hydrazide), Cl (hydrochloric acid). Product: CC(C)(C)C1=C(C(=CC(=C1)SCCC=1OC=NN1)C(C)(C)C)O (2,6-bis(1,1-dimethylethyl)-4-[[2-(1,3,4-oxadiazol-2-yl)ethyl]thio]phenol). Yield: 679.6%. Starting materials: COC(CCC1=C(C=C(C=C1)OC1=CC(=CC(=C1)F)Br)C)=O (3-[4-(3-bromo-5-fluoro-phenoxy)-2-methyl-phenyl]-propionic acid methyl ester), C(C1=CC=CC=C1)C1=C(C=CC(=C1)CC)O (2-benzyl-4-ethyl-phenol). Product: C(C1=CC=CC=C1)C1=C(OC=2C=C(OC3=CC(=C(C=C3)CCC(=O)O)C)C=C(C2)F)C=CC(=C1)CC (3-{4-[3-(2-Benzyl-4-ethyl-phenoxy)-5-fluoro-phenoxy]-2-methyl-phenyl}-propionic acid). As a reaction SMILES: C[O:2][C:3](=[O:22])[CH2:4][CH2:5][C:6]1[CH:11]=[CH:10][C:9]([O:12][C:13]2[CH:18]=[C:17]([F:19])[CH:16]=[C:15](Br)[CH:14]=2)=[CH:8][C:7]=1[CH3:21].[CH2:23]([C:30]1[CH:35]=[C:34]([CH2:36][CH3:37])[CH:33]=[CH:32][C:31]=1[OH:38])[C:24]1[CH:29]=[CH:28][CH:27]=[CH:26][CH:25]=1>>[CH2:23]([C:30]1[CH:35]=[C:34]([CH2:36][CH3:37])[CH:33]=[CH:32][C:31]=1[O:38][C:15]1[CH:14]=[C:13]([CH:18]=[C:17]([F:19])[CH:16]=1)[O:12][C:9]1[CH:10]=[CH:11][C:6]([CH2:5][CH2:4][C:3]([OH:2])=[O:22])=[C:7]([CH3:21])[CH:8]=1)[C:24]1[CH:25]=[CH:26][CH:27]=[CH:28][CH:29]=1. Procedure details: The title compound is prepared by reacting the compound of 3-[4-(3-bromo-5-fluoro-phenoxy)-2-methyl-phenyl]-propionic acid methyl ester with 2-benzyl-4-ethyl-phenol as in Example 18 to afford 0.040 g (13%). 1H NMR (400 MHz, CDCl3); MS (ES+) m/z mass calculated for C31H29O4F 484, found 485 (M+1, 100%). Starting materials: ClC1=C(C=C(C=C1)[N+](=O)[O-])O (2-chloro-5-nitrophenol), compound, BrC(C(=O)OCC)C (ethyl α-bromopropionate), C([O-])([O-])=O.[K+].[K+] (potassium carbonate). The solvent is CC(=O)C (acetone). Conditions: time 3.5 hour. Yields the product ClC1=C(OC(C(=O)OCC)C)C=C(C=C1)[N+](=O)[O-] (ethyl α-(2-chloro-5-nitrophenoxy)propionate). Reaction SMILES: [Cl:1][C:2]1[CH:7]=[CH:6][C:5]([N+:8]([O-:10])=[O:9])=[CH:4][C:3]=1[OH:11].Br[CH:13]([CH3:19])[C:14]([O:16][CH2:17][CH3:18])=[O:15].C(=O)([O-])[O-].[K+].[K+]>CC(C)=O>[Cl:1][C:2]1[CH:7]=[CH:6][C:5]([N+:8]([O-:10])=[O:9])=[CH:4][C:3]=1[O:11][CH:13]([CH3:19])[C:14]([O:16][CH2:17][CH3:18])=[O:15] |f:2.3.4|. Reported procedure: A mixture of 17.4 g. of 2-chloro-5-nitrophenol, 19.0 g. of ethyl α-bromopropionate, 15.2 g. of potassium carbonate and 85 ml. of acetone was refluxed with stirring for 3.5 hours and the solvent was distilled off. 2N-HCl was added to the residue to obtain a crude crystal. The product was separated by a filtration and washed with water and dried and recrystallized from n-hexane to obtain 27.4 g. of the object compound (melting point of 46° to 46.5° C.). The reactants are CO, Cc1ccc(C=O)cn1, NO. Yields the product Cc1ccc(C=NO)cn1. RXN SMILES: [CH3:12][OH:13].[CH3:1][c:2]1[n:3][cH:4][c:5]([CH:6]=[O:7])[cH:8][cH:9]1.[NH2:10][OH:11]>>[CH3:1][c:2]1[n:3][cH:4][c:5]([CH:6]=[N:10][OH:11])[cH:8][cH:9]1. Product: OC=1C=C(C=CC1)C1=CC=C(C=C1)C(=O)OCC (Ethyl 3′-hydroxybiphenyl-4-carboxylate). Reaction conditions: temperature 90 celsius. Reaction SMILES: COC[O:4][C:5]1[CH:6]=[C:7](B(O)O)[CH:8]=[CH:9][CH:10]=1.I[C:15]1[CH:25]=[CH:24][C:18]([C:19]([O:21][CH2:22][CH3:23])=[O:20])=[CH:17][CH:16]=1.C(=O)([O-])[O-].[K+].[K+]>COCCOC>[OH:4][C:5]1[CH:6]=[C:7]([C:15]2[CH:25]=[CH:24][C:18]([C:19]([O:21][CH2:22][CH3:23])=[O:20])=[CH:17][CH:16]=2)[CH:8]=[CH:9][CH:10]=1 |f:2.3.4|. Solvent: COCCOC (DME). Reported procedure: 2 g of 3-methoxymethoxyphenylboronic acid (13.3 mmol) and 1.86 mL (11 mmol) of ethyl 4-iodobenzoate are dissolved in 20 mL of DME. 13.3 mL of 2M potassium carbonate solution (26.6 mmol) are then added and the reaction medium is degassed with a stream of argon for 10 minutes. 640 mg of Pd(PPh3)4 are then added and the mixture is heated at 90° C. for 14 hours. After treatment with saturated ammonium chloride solution, extraction with ethyl acetate and then drying and evaporation of the solvents fr... Reactants: COCOC=1C=C(C=CC1)B(O)O (3-methoxymethoxyphenylboronic acid), IC1=CC=C(C(=O)OCC)C=C1 (ethyl 4-iodobenzoate), C([O-])([O-])=O.[K+].[K+] (potassium carbonate). Reactants: CC#CCn1c(N2CCN(C(=O)OC(C)(C)C)CC2)nc2[nH]c(=O)[nH]c(=O)c21, O=C([O-])[O-], CC(C)(C)C(=O)OCCl, CN(C)C=O, CCOC(C)=O, [K+], [K+]. The product is CC#CCn1c(N2CCN(C(=O)OC(C)(C)C)CC2)nc2c1c(=O)[nH]c(=O)n2COC(=O)C(C)(C)C. Reaction SMILES: [C:1]([CH3:2])([CH3:3])([CH3:4])[O:5][C:6](=[O:7])[N:8]1[CH2:9][CH2:10][N:11]([c:14]2[n:15][c:16]3[nH:17][c:18](=[O:28])[nH:19][c:20](=[O:27])[c:21]3[n:22]2[CH2:23][C:24]#[C:25][CH3:26])[CH2:12][CH2:13]1.[C:29](=[O:30])([O-:31])[O-:32].[C:35]([C:36]([CH3:37])([CH3:38])[CH3:39])(=[O:40])[O:41][CH2:42][Cl:43].[CH3:44][N:45]([CH3:46])[CH:47]=[O:48].[CH3:49][CH2:50][O:51][C:52](=[O:53])[CH3:54].[K+:33].[K+:34]>>[C:1]([CH3:2])([CH3:3])([CH3:4])[O:5][C:6](=[O:7])[N:8]1[CH2:9][CH2:10][N:11]([c:14]2[n:15][c:16]3[n:17]([CH2:42][O:41][C:35]([C:36]([CH3:37])([CH3:38])[CH3:39])=[O:40])[c:18](=[O:28])[nH:19][c:20](=[O:27])[c:21]3[n:22]2[CH2:23][C:24]#[C:25][CH3:26])[CH2:12][CH2:13]1. Solvent: C1CCOC1 (THF). Conditions: time 2 hour. Reported procedure: 4-[4-(3-Cyano-propylsulfamoyl)-4,7-diaza-spiro[2.5]oct-7-yl]-pyrrolo[2,3-d]pyrimidine-7-carboxylic acid tert-butyl ester (intermediate 18) was dissolved in THF (1 mL), added TFA (0.5 mL) and then stirred at rt for 2 h. Starting materials: C(C)(C)(C)OC(=O)N1C=CC2=C1N=CN=C2N2CCN(C1(CC1)C2)S(NCCCC#N)(=O)=O (4-[4-(3-Cyano-propylsulfamoyl)-4,7-diaza-spiro[2.5]oct-7-yl]-pyrrolo[2,3-d]pyrimidine-7-carboxylic acid tert-butyl ester), C(C)(C)(C)OC(=O)N1C=CC2=C1N=CN=C2N2CCN(C1(CC1)C2)S(NCCCC#N)(=O)=O (4-[4-(3-Cyano-propylsulfamoyl)-4,7-diaza-spiro[2.5]oct-7-yl]-pyrrolo[2,3-d]pyrimidine-7-carboxylic acid tert-butyl ester), C(=O)(C(F)(F)F)O (TFA). As a reaction SMILES: C(OC([N:8]1[C:12]2[N:13]=[CH:14][N:15]=[C:16]([N:17]3[CH2:24][C:21]4([CH2:23][CH2:22]4)[N:20]([S:25](=[O:33])(=[O:32])[NH:26][CH2:27][CH2:28][CH2:29][C:30]#[N:31])[CH2:19][CH2:18]3)[C:11]=2[CH:10]=[CH:9]1)=O)(C)(C)C.C(O)(C(F)(F)F)=O>C1COCC1>[C:30]([CH2:29][CH2:28][CH2:27][NH:26][S:25]([N:20]1[CH2:19][CH2:18][N:17]([C:16]2[C:11]3[CH:10]=[CH:9][NH:8][C:12]=3[N:13]=[CH:14][N:15]=2)[CH2:24][C:21]21[CH2:23][CH2:22]2)(=[O:33])=[O:32])#[N:31]. Product: C(#N)CCCNS(=O)(=O)N1C2(CC2)CN(CC1)C=1C2=C(N=CN1)NC=C2 (7-(7H-Pyrrolo[2,3-d]pyrimidin-4-yl)-4,7-diaza-spiro[2.5]octane-4-sulfonic acid (3-cyano-propyl)-amide). Reactants: CC(C)[O-], CC(C)[O-], CC(C)[O-], CC(C)[O-], Cc1ccccc1-n1ccnc1SCCCO, CC(Cl)Cl, [O-]O, [Ti+4], CC(C)c1ccccc1. Yields the product Cc1ccccc1-n1ccnc1S(=O)CCCO. RXN SMILES: [CH3:33][CH:34]([CH3:35])[O-:36].[CH3:37][CH:38]([CH3:39])[O-:40].[CH3:41][CH:42]([CH3:43])[O-:44].[CH3:45][CH:46]([CH3:47])[O-:48].[CH3:5][c:6]1[c:7](-[n:12]2[c:13]([S:17][CH2:18][CH2:19][CH2:20][OH:21])[n:14][cH:15][cH:16]2)[cH:8][cH:9][cH:10][cH:11]1.[Cl:1][CH:2]([Cl:3])[CH3:4].[O-:22][OH:23].[Ti+4:49].[c:24]1([CH:25]([CH3:26])[CH3:27])[cH:28][cH:29][cH:30][cH:31][cH:32]1>>[CH3:5][c:6]1[c:7](-[n:12]2[c:13]([S:17]([CH2:18][CH2:19][CH2:20][OH:21])=[O:22])[n:14][cH:15][cH:16]2)[cH:8][cH:9][cH:10][cH:11]1.